Dataset: the Open Reaction Database (ORD), a public repository of structured organic reaction records. Task: describe an organic reaction: reactants, conditions, products, and yield The reactants are OC=1C=C2C(C(=COC2=CC1O)C(=O)O)=O (6,7-Dihydroxychromon-3-carboxylic acid), S(=O)(Cl)Cl (thionyl chloride). Product: OC=1C=C2C(C(=COC2=CC1O)C(=O)Cl)=O (6,7-Dihydroxychromone-3-carboxylic chloride). RXN SMILES: [OH:1][C:2]1[CH:3]=[C:4]2[C:9](=[CH:10][C:11]=1[OH:12])[O:8][CH:7]=[C:6]([C:13](O)=[O:14])[C:5]2=[O:16].S(Cl)([Cl:19])=O>>[OH:1][C:2]1[CH:3]=[C:4]2[C:9](=[CH:10][C:11]=1[OH:12])[O:8][CH:7]=[C:6]([C:13]([Cl:19])=[O:14])[C:5]2=[O:16]. Procedure details: 6,7-Dihydroxychromon-3-carboxylic acid (888 mg) together with thionyl chloride (25 ml) were refluxed for one hour. Any unreacted thionyl chloride was then removed from the reaction mixture by distillation. Benzene was added to the residue, and the mixture was subjected to distillation. The residue was triturated with dichloromethane to obtain the desired product (719 mg). Reactants: CC(C)(C)[Si](C)(C)Cl, CCOCC, CN(C)C=O, CC(C)(C)OC(=O)N1C(Cc2cscn2)C(CO)OC1(C)C, c1c[nH]cn1. The product is CC(C)(C)OC(=O)N1C(Cc2cscn2)C(CO[Si](C)(C)C(C)(C)C)OC1(C)C. As a reaction SMILES: [C:28]([CH3:29])([CH3:30])([CH3:31])[Si:32]([CH3:33])([CH3:34])[Cl:35].[CH3:41][CH2:42][O:43][CH2:44][CH3:45].[O:36]=[CH:37][N:38]([CH3:39])[CH3:40].[OH:1][CH2:2][CH:3]1[CH:4]([CH2:17][c:18]2[n:19][cH:20][s:21][cH:22]2)[N:5]([C:10](=[O:11])[O:12][C:13]([CH3:14])([CH3:15])[CH3:16])[C:6]([CH3:8])([CH3:9])[O:7]1.[nH:23]1[cH:24][cH:25][n:26][cH:27]1>>[O:1]([CH2:2][CH:3]1[CH:4]([CH2:17][c:18]2[n:19][cH:20][s:21][cH:22]2)[N:5]([C:10](=[O:11])[O:12][C:13]([CH3:14])([CH3:15])[CH3:16])[C:6]([CH3:8])([CH3:9])[O:7]1)[Si:32]([C:28]([CH3:29])([CH3:30])[CH3:31])([CH3:33])[CH3:34]. Starting materials: CCO, CCCC1CCC(c2ccc(B(O)O)cc2)CC1, Ic1ccc[se]1, [Na+], [Na+], O=C([O-])[O-], O, Cc1ccccc1, c1ccc(P(c2ccccc2)(c2ccccc2)[Pd](P(c2ccccc2)(c2ccccc2)c2ccccc2)(P(c2ccccc2)(c2ccccc2)c2ccccc2)P(c2ccccc2)(c2ccccc2)c2ccccc2)cc1. The product is CCCC1CCC(c2ccc(-c3ccc[se]3)cc2)CC1. RXN SMILES: [CH2:32]([OH:33])[CH3:34].[CH2:7]([CH2:8][CH3:9])[CH:10]1[CH2:11][CH2:12][CH:13]([c:16]2[cH:17][cH:18][c:19]([B:22]([OH:23])[OH:24])[cH:20][cH:21]2)[CH2:14][CH2:15]1.[I:1][c:2]1[se:3][cH:4][cH:5][cH:6]1.[Na+:25].[Na+:26].[O-:27][C:28](=[O:29])[O-:30].[OH2:31].[c:35]1([CH3:36])[cH:37][cH:38][cH:39][cH:40][cH:41]1.[cH:42]1[cH:43][cH:44][c:45]([P:46]([Pd:47]([P:48]([c:49]2[cH:50][cH:51][cH:52][cH:53][cH:54]2)([c:55]2[cH:56][cH:57][cH:58][cH:59][cH:60]2)[c:61]2[cH:62][cH:63][cH:64][cH:65][cH:66]2)([P:67]([c:68]2[cH:69][cH:70][cH:71][cH:72][cH:73]2)([c:74]2[cH:75][cH:76][cH:77][cH:78][cH:79]2)[c:80]2[cH:81][cH:82][cH:83][cH:84][cH:85]2)[P:86]([c:87]2[cH:88][cH:89][cH:90][cH:91][cH:92]2)([c:93]2[cH:94][cH:95][cH:96][cH:97][cH:98]2)[c:99]2[cH:100][cH:101][cH:102][cH:103][cH:104]2)([c:105]2[cH:106][cH:107][cH:108][cH:109][cH:110]2)[c:111]2[cH:112][cH:113][cH:114][cH:115][cH:116]2)[cH:117][cH:118]1>>[c:2]1(-[c:19]2[cH:18][cH:17][c:16]([CH:13]3[CH2:12][CH2:11][CH:10]([CH2:7][CH2:8][CH3:9])[CH2:15][CH2:14]3)[cH:21][cH:20]2)[se:3][cH:4][cH:5][cH:6]1. Reported procedure: With 1.48 g of 3,5-dichloro-3-(2-methoxyphenyl)-1,3-dihydro-2H-indol-2-one and the compound obtained in Step 77-2 (5.28 mmol, crude form) as starting materials, respectively 0.57 g (Isomer A, colorless powder) and 0.88 g (Isomer B, colorless powder) of two species of diastereoisomers of the title compound were obtained by a similar method to Step 4-2. RXN SMILES: Cl[C:2]1([C:13]2[CH:18]=[CH:17][CH:16]=[CH:15][C:14]=2[O:19][CH3:20])[C:10]2[C:5](=[CH:6][CH:7]=[C:8]([Cl:11])[CH:9]=2)[NH:4][C:3]1=[O:12].FC(F)(F)C(O)=O.[NH2:28][C@@H:29]([CH2:35][C:36]1[N:37]=[CH:38][NH:39][CH:40]=1)[C:30]([N:32]([CH3:34])[CH3:33])=[O:31]>>[Cl:11][C:8]1[CH:9]=[C:10]2[C:5](=[CH:6][CH:7]=1)[NH:4][C:3](=[O:12])[C:2]2([NH:28][C@@H:29]([CH2:35][C:36]1[N:37]=[CH:38][NH:39][CH:40]=1)[C:30]([N:32]([CH3:33])[CH3:34])=[O:31])[C:13]1[CH:18]=[CH:17][CH:16]=[CH:15][C:14]=1[O:19][CH3:20] |f:1.2|. Yields the product ClC=1C=C2C(C(NC2=CC1)=O)(C1=C(C=CC=C1)OC)N[C@H](C(=O)N(C)C)CC=1N=CNC1 ((2S)-2-{[5-chloro-3-(2-methoxyphenyl)-2-oxo-2,3-dihydro-1H-indol-3-yl]amino}-3-(1H-imidazol-4-yl)-N,N-dimethylpropanamide). Starting materials: ClC1(C(NC2=CC=C(C=C12)Cl)=O)C1=C(C=CC=C1)OC (3,5-dichloro-3-(2-methoxyphenyl)-1,3-dihydro-2H-indol-2-one), FC(C(=O)O)(F)F.N[C@H](C(=O)N(C)C)CC=1N=CNC1 ((2S)-2-amino-3-(1H-imidazol-4-yl)-N,N-dimethylpropanamide trifluoroacetate). The reactants are ice water, NC(=S)N (thiourea), II (iodine), O=C(CC#N)C1=CC(=CC=C1)F (3-oxo-3-(3-fluorophenyl)-propanenitrile). The solvent is N1=CC=CC=C1 (pyridine). Run at temperature 100 celsius, time 12 hour. Yields the product NC=1SC(=C(N1)C1=CC=CC=C1)C#N (2-Amino-4-phenyl-1,3-thiazol-5-carbonitrile). Yield: 102.3%. As a reaction SMILES: O=[C:2]([C:6]1[CH:11]=[CH:10][CH:9]=[C:8](F)[CH:7]=1)[CH2:3][C:4]#[N:5].[NH2:13][C:14]([NH2:16])=[S:15].II>N1C=CC=CC=1>[NH2:16][C:14]1[S:15][C:3]([C:4]#[N:5])=[C:2]([C:6]2[CH:11]=[CH:10][CH:9]=[CH:8][CH:7]=2)[N:13]=1. Procedure details: 5 g (34.0 mmol) of 3-oxo-3-(3-fluorophenyl)-propanenitrile were dissolved in pyridine (30 ml) and thiourea (5 g, 68.0 mmol) and iodine (8.70 g, 34.40 mmol) were added successively. The solution was stirred at 100° C. for 12 h. The mixture was then cooled to room temperature and poured into ice-water (500 ml). The resulting solid was filtered, washed with water and recrystallized from ethanol to give 7.0 g (91%) of a yellow solid.